Dataset: the Open Reaction Database (ORD), a public repository of structured organic reaction records. Task: describe an organic reaction: reactants, conditions, products, and yield Starting materials: OC1=NC=2N(C(=C1)C(F)(F)F)N=CC2C(=O)OC (methyl 5-hydroxy-7-(trifluoromethyl)pyrazolo[1,5-a]pyrimidine-3-carboxylate), P(=O)(Cl)(Cl)Cl (phosphorus oxychloride). Reagents/catalysts: CN(C1=CC=NC=C1)C (4-dimethylaminopyridine). Product: ClC1=NC=2N(C(=C1)C(F)(F)F)N=CC2C(=O)OC (methyl 5-chloro-7-(tri-fluoromethyl)pyrazolo[1,5-a]pyrimidine-3-carboxylate). Reaction SMILES: O[C:2]1[CH:7]=[C:6]([C:8]([F:11])([F:10])[F:9])[N:5]2[N:12]=[CH:13][C:14]([C:15]([O:17][CH3:18])=[O:16])=[C:4]2[N:3]=1.P(Cl)(Cl)([Cl:21])=O>CN(C)C1C=CN=CC=1>[Cl:21][C:2]1[CH:7]=[C:6]([C:8]([F:11])([F:10])[F:9])[N:5]2[N:12]=[CH:13][C:14]([C:15]([O:17][CH3:18])=[O:16])=[C:4]2[N:3]=1. Procedure: A mixture of 2.70 g of methyl 5-hydroxy-7-(trifluoromethyl)pyrazolo[1,5-a]pyrimidine-3-carboxylate and 1.26 g of 4-dimethylaminopyridine was heated to 100° for 2.5 hours in 50 ml of phosphorus oxychloride. The resulting solution was concentrated in a vacuum and then partitioned between ethyl acetate and saturated sodium chloride solution. The organic phase was washed in succession with 1N hydrochloric acid and saturated sodium chloride solution, dried over sodium sulphate, freed from solvent in ... The reactants are CC(C)(OC(=O)N[C@H]1C(N(CCCC1)C(=O)OCC)=O)C ((3R)-3-[[(1,1-dimethylethoxy)carbonyl]amino]hexahydro-2-oxo-1H-azepine-1-carboxylic acid, ethyl ester), C(=O)(O)[O-].[Na+] (NaHCO3), ClC1=CC=C2C(=CC(=NC2=C1)N)N1CCNCC1 (7-chloro-4-(1-piperazinyl)-2-quinolinamine), C(=O)(C(F)(F)F)O (TFA), ClC(Cl)(OC(OC(Cl)(Cl)Cl)=O)Cl (triphosgene). RXN SMILES: CC(C)(O[C:5]([NH:7][C@@H:8]1[CH2:14][CH2:13][CH2:12][CH2:11][N:10]([C:15]([O:17][CH2:18][CH3:19])=[O:16])[C:9]1=[O:20])=[O:6])C.C(O)(C(F)(F)F)=O.ClC(Cl)(OC(=O)OC(Cl)(Cl)Cl)Cl.C([O-])(O)=O.[Na+].[Cl:46][C:47]1[CH:56]=[C:55]2[C:50]([C:51]([N:58]3[CH2:63][CH2:62][NH:61][CH2:60][CH2:59]3)=[CH:52][C:53]([NH2:57])=[N:54]2)=[CH:49][CH:48]=1>>[CH2:18]([O:17][C:15]([N:10]1[CH2:11][CH2:12][CH2:13][CH2:14][C@H:8]([NH:7][C:5]([N:61]2[CH2:62][CH2:63][N:58]([C:51]3[C:50]4[C:55](=[CH:56][C:47]([Cl:46])=[CH:48][CH:49]=4)[N:54]=[C:53]([NH2:57])[CH:52]=3)[CH2:59][CH2:60]2)=[O:6])[C:9]1=[O:20])=[O:16])[CH3:19] |f:3.4|. Procedure: As described for example 213, (3R)-3-[[(1,1-dimethylethoxy)carbonyl]amino]hexahydro-2-oxo-1H-azepine-1-carboxylic acid, ethyl ester, TFA, triphosgene, NaHCO3 (sat.), and 7-chloro-4-(1-piperazinyl)-2-quinolinamine are reacted to afford the title product as a light yellow solid. LC-MS: 489 (M++1). 1H NMR (CDCl3): δ 1.37 (t, 3H), 1.44˜2.02 (m, 5H), 2.12˜2.20 (m, 1H), 3.13 (m, 4H), 3.41 (dd, 1H), 3.67 (m, 4H), 4.35 (m, 2H), 4.42 (m, 1H), 4.74˜4.86 (m, 3H), 6.00 (d, 1H), 6.16 (s, 1H), 7.18 (dd, 1H), ... Yields the product C(C)OC(=O)N1C([C@H](CCCC1)NC(=O)N1CCN(CC1)C1=CC(=NC2=CC(=CC=C12)Cl)N)=O ((3S)-3-[[[4-(2-Amino-7-chloro-4-quinolinyl)-1-piperazinyl]carbonyl]amino]hexahydro-2-oxo-1H-azepine-1-carboxylic Acid-ethyl Ester).